This data is from the Open Reaction Database (ORD), a public repository of structured organic reaction records. The task is: describe an organic reaction: reactants, conditions, products, and yield Reactants: Cc1cc(Br)cnc1Cl, O=C([O-])[O-], CC(C)(C)OC(=O)N1CCC2CNC2C1, [Cs+], [Cs+], O=C(C=Cc1ccccc1)C=Cc1ccccc1, O=C(C=Cc1ccccc1)C=Cc1ccccc1, O=C(C=Cc1ccccc1)C=Cc1ccccc1, [Pd], [Pd], c1ccc(P(c2ccccc2)c2ccc3ccccc3c2-c2c(P(c3ccccc3)c3ccccc3)ccc3ccccc23)cc1. Product: Cc1cc(C23CN(C(=O)OC(C)(C)C)CCC2CN3)cnc1Cl. As a reaction SMILES: [Br:62][c:63]1[cH:64][c:65]([CH3:70])[c:66]([Cl:69])[n:67][cH:68]1.[C:71](=[O:72])([O-:73])[O-:74].[CH:1]12[CH2:2][N:3]([C:9](=[O:10])[O:11][C:12]([CH3:13])([CH3:14])[CH3:15])[CH2:4][CH2:5][CH:6]1[CH2:7][NH:8]2.[Cs+:75].[Cs+:76].[O:115]=[C:116]([CH:117]=[CH:118][c:119]1[cH:120][cH:121][cH:122][cH:123][cH:124]1)[CH:125]=[CH:126][c:127]1[cH:128][cH:129][cH:130][cH:131][cH:132]1.[O:79]=[C:80]([CH:81]=[CH:82][c:83]1[cH:84][cH:85][cH:86][cH:87][cH:88]1)[CH:89]=[CH:90][c:91]1[cH:92][cH:93][cH:94][cH:95][cH:96]1.[O:97]=[C:98]([CH:99]=[CH:100][c:101]1[cH:102][cH:103][cH:104][cH:105][cH:106]1)[CH:107]=[CH:108][c:109]1[cH:110][cH:111][cH:112][cH:113][cH:114]1.[Pd:77].[Pd:78].[cH:16]1[cH:17][cH:18][c:19]([P:20]([c:21]2[cH:22][cH:23][c:24]3[c:25]([cH:26][cH:27][cH:28][cH:29]3)[c:30]2-[c:31]2[c:32]3[c:33]([cH:34][cH:35][cH:36][cH:37]3)[cH:38][cH:39][c:40]2[P:41]([c:42]2[cH:43][cH:44][cH:45][cH:46][cH:47]2)[c:48]2[cH:49][cH:50][cH:51][cH:52][cH:53]2)[c:54]2[cH:55][cH:56][cH:57][cH:58][cH:59]2)[cH:60][cH:61]1>>[C:1]12([c:63]3[cH:64][c:65]([CH3:70])[c:66]([Cl:69])[n:67][cH:68]3)[CH2:2][N:3]([C:9](=[O:10])[O:11][C:12]([CH3:13])([CH3:14])[CH3:15])[CH2:4][CH2:5][CH:6]1[CH2:7][NH:8]2. The reactants are C=O, CC1=C(C)CC(C(=O)CC(C)C)CC1, CCO, CO, CC(=O)O, [K+], [OH-]. As a reaction SMILES: [CH2:18]=[O:19].[CH2:1]([CH:2]([CH3:3])[CH3:4])[C:5](=[O:6])[CH:7]1[CH2:8][C:9]([CH3:14])=[C:10]([CH3:13])[CH2:11][CH2:12]1.[CH3:15][CH2:16][OH:17].[CH3:22][OH:23].[CH3:24][C:25](=[O:26])[OH:27].[K+:21].[OH-:20]>>[CH2:1]([CH:2]([CH3:3])[CH3:4])[C:5](=[O:6])[C:7]1([CH2:16][OH:17])[CH2:8][C:9]([CH3:14])=[C:10]([CH3:13])[CH2:11][CH2:12]1. Product: CC1=C(C)CC(CO)(C(=O)CC(C)C)CC1. Starting materials: C(C)(C)(C)OC1=NC(=CC2=CC=CC=C12)P(C1=CC(=CC(=C1)C)C)C1=CC(=CC(=C1)C)C (1-tert-butoxy-3-(bis(3,5-dimethylphenyl)phosphino)isoquinoline). Solvent: C(=O)O (formic acid). Run at time 1 hour. The product is CC=1C=C(C=C(C1)C)P(C=1NC(C2=CC=CC=C2C1)=O)C1=CC(=CC(=C1)C)C (3-bis(3,5-dimethylphenyl)phosphino-2H-isoquinolin-1-one). Isolated yield 64.9%. RXN SMILES: C([O:5][C:6]1[C:15]2[C:10](=[CH:11][CH:12]=[CH:13][CH:14]=2)[CH:9]=[C:8]([P:16]([C:25]2[CH:30]=[C:29]([CH3:31])[CH:28]=[C:27]([CH3:32])[CH:26]=2)[C:17]2[CH:22]=[C:21]([CH3:23])[CH:20]=[C:19]([CH3:24])[CH:18]=2)[N:7]=1)(C)(C)C>C(O)=O>[CH3:23][C:21]1[CH:22]=[C:17]([P:16]([C:25]2[CH:30]=[C:29]([CH3:31])[CH:28]=[C:27]([CH3:32])[CH:26]=2)[C:8]2[NH:7][C:6](=[O:5])[C:15]3[C:10]([CH:9]=2)=[CH:11][CH:12]=[CH:13][CH:14]=3)[CH:18]=[C:19]([CH3:24])[CH:20]=1. Procedure: 1-tert-butoxy-3-(bis(3,5-dimethylphenyl)phosphino)isoquinoline (0.96, 2.2 mmol) is dissolved in neat concentrated formic acid (9 mL), and the solution is stirred at ambient temperature for 1 hour. Precipitation of the isoquinolone was induced by dilution with H2O (25 mL), and the suspension is filtered through a glass frit. The white flakes are washed with 70% formic acid solution (3×5 mL). The combined aqueous formic acid filtrates are concentrated under reduced pressure, and the opaque residue... Starting materials: C1(CCCCC1)C(O)C=1C(=NN(C1)C1=NC=C(C=C1)C(F)(F)F)CCC1=CC=CC=C1 (cyclohexyl{3-(2-phenylethyl)-1-[5-(trifluoromethyl)pyridin-2-yl]-1H-pyrazol-4-yl}methanol), NC1=CC=C(C=C1)C(=O)N(CCC(=O)OCC)C (ethyl 3-{[(4-aminophenyl)carbonyl](methyl)amino}propanoate). Yields the product C1(CCCCC1)C(C=1C(=NN(C1)C1=NC=C(C=C1)C(F)(F)F)CCC1=CC=CC=C1)NC1=CC=C(C=C1)C(=O)N(CCC(=O)O)C (3-[({4-[(cyclohexyl{3-(2-phenylethyl)-1-[5-(trifluoromethyl)pyridin-2-yl]-1H-pyrazol-4-yl}methyl)amino]phenyl}carbonyl)(methyl)amino]propanoic acid). Isolated yield 40.7%. RXN SMILES: [CH:1]1([CH:7]([C:9]2[C:10]([CH2:24][CH2:25][C:26]3[CH:31]=[CH:30][CH:29]=[CH:28][CH:27]=3)=[N:11][N:12]([C:14]3[CH:19]=[CH:18][C:17]([C:20]([F:23])([F:22])[F:21])=[CH:16][N:15]=3)[CH:13]=2)O)[CH2:6][CH2:5][CH2:4][CH2:3][CH2:2]1.[NH2:32][C:33]1[CH:38]=[CH:37][C:36]([C:39]([N:41]([CH3:49])[CH2:42][CH2:43][C:44]([O:46]CC)=[O:45])=[O:40])=[CH:35][CH:34]=1>>[CH:1]1([CH:7]([NH:32][C:33]2[CH:34]=[CH:35][C:36]([C:39]([N:41]([CH3:49])[CH2:42][CH2:43][C:44]([OH:46])=[O:45])=[O:40])=[CH:37][CH:38]=2)[C:9]2[C:10]([CH2:24][CH2:25][C:26]3[CH:31]=[CH:30][CH:29]=[CH:28][CH:27]=3)=[N:11][N:12]([C:14]3[CH:19]=[CH:18][C:17]([C:20]([F:22])([F:21])[F:23])=[CH:16][N:15]=3)[CH:13]=2)[CH2:6][CH2:5][CH2:4][CH2:3][CH2:2]1. Procedure details: Using cyclohexyl{3-(2-phenylethyl)-1-[5-(trifluoromethyl)pyridin-2-yl]-1H-pyrazol-4-yl}methanol (0.50 g) synthesized in Example 11(3) and ethyl 3-{[(4-aminophenyl)carbonyl](methyl)amino}propanoate (0.35 g) synthesized in Example 2(2) and in the same manner as in Example 1(7), the title object compound (0.30 g, 41%) was obtained as a white solid. The reactants are C(C)C1OC(C=CC1=O)O (2-ethyl-6-hydroxy-3-oxo-3,6-dihydro-2H-pyran), C(OC)([O-])[O-] (methyl orthoformate), S(=O)(=O)([O-])[O-].[Mg+2] (magnesium sulfate). Yields the product C(C)C1OC(C=CC1=O)OC (2-ethyl-6-methoxy-3-oxo-3,6-dihydro-2H-pyran). Isolated yield 86.0%. Reaction SMILES: [CH2:1]([CH:3]1[C:8](=[O:9])[CH:7]=[CH:6][CH:5]([OH:10])[O:4]1)[CH3:2].[CH:11]([O-])([O-])OC.S([O-])([O-])(=O)=O.[Mg+2]>>[CH2:1]([CH:3]1[C:8](=[O:9])[CH:7]=[CH:6][CH:5]([O:10][CH3:11])[O:4]1)[CH3:2] |f:2.3|. Reported procedure: A 14.2 g quantity of 2-ethyl-6-hydroxy-3-oxo-3,6-dihydro-2H-pyran and 50 g of methyl orthoformate are reacted in the presence of 10 g of magnesium sulfate under reflux for 24 hours. After the reaction, the mixture is filtered to remove the magnesium sulfate, and the filtrate is concentrated in vacuum to remove the excess methyl orthoformate. The residue is poured into 50 ml of water, the mixture is extracted with ether, and the ethereal layer is washed with a sodium carbonate solution and dried ... Reactants: CNCCBr, Br, CC(C)(C)[O-], CC#N, Fc1ccc(S)cc1, [K+]. The product is CNCCSc1ccc(F)cc1. RXN SMILES: [Br:2][CH2:3][CH2:4][NH:5][CH3:6].[BrH:1].[CH3:15][C:16]([CH3:17])([O-:18])[CH3:19].[CH3:21][C:22]#[N:23].[F:7][c:8]1[cH:9][cH:10][c:11]([SH:14])[cH:12][cH:13]1.[K+:20]>>[CH2:3]([CH2:4][NH:5][CH3:6])[S:14][c:11]1[cH:10][cH:9][c:8]([F:7])[cH:13][cH:12]1.